From a dataset of the Open Reaction Database (ORD), a public repository of structured organic reaction records. describe an organic reaction: reactants, conditions, products, and yield Reaction SMILES: [CH3:1][CH:2]([CH:12]=O)[CH2:3][NH:4][C:5](=[O:11])[O:6][C:7]([CH3:10])([CH3:9])[CH3:8].Cl.[CH3:15][O:16][C:17](=[O:21])[C@@H:18]([CH3:20])[NH2:19].C(=O)([O-])[O-].[K+].[K+].C([BH3-])#N.[Na+]>C(O)C>[C:7]([O:6][C:5]([NH:4][CH2:3][CH:2]([CH3:1])[CH2:12][NH:19][C@@H:18]([C:17]([O:16][CH3:15])=[O:21])[CH3:20])=[O:11])([CH3:8])([CH3:9])[CH3:10] |f:1.2,3.4.5,6.7|. Run at time 3 hour. Solvent: C(C)O (ethanol). Reactants: CC(CNC(OC(C)(C)C)=O)C=O (tert-butyl (2-methyl-3-oxopropyl)carbamate), Cl.COC([C@H](N)C)=O (D-Alanine methyl ester hydrochloride), C(#N)[BH3-].[Na+] (Sodium cyanoborohydride), C([O-])([O-])=O.[K+].[K+] (potassium carbonate). Reported procedure: To a stirred solution of tert-butyl (2-methyl-3-oxopropyl)carbamate (2.0 g, 8.9 mmol) in ethanol was added D-Alanine methyl ester hydrochloride (1.25 g, 8.9 mmol), followed by potassium carbonate (0.62 g, 4.5 mmol). The resulting mixture was stirred at room temperature for 3 hr. Sodium cyanoborohydride (0.63 g, 10 mmol) was added in one portion. The reaction mixture was stirred at room temperature overnight. The solvent was removed on a rotavap, and the residue was taken up into water and extrac... The product is C(C)(C)(C)OC(=O)NCC(CN[C@H](C)C(=O)OC)C (methyl N-{3-[(tert-butoxycarbonyl)amino]-2-methylpropyl}-D-alaninate). Reactants: [BH4-], CO, ClCCl, [Na+], O=C1CCN(C(c2ccccc2)(c2ccccc2)c2ccccc2)CC1=Cc1nc[nH]n1. The product is OC1CCN(C(c2ccccc2)(c2ccccc2)c2ccccc2)CC1=Cc1nc[nH]n1. As a reaction SMILES: [BH4-:1].[CH3:38][OH:39].[Cl:35][CH2:36][Cl:37].[Na+:2].[nH:3]1[n:4][c:5]([CH:8]=[C:9]2[CH2:10][N:11]([C:16]([c:17]3[cH:18][cH:19][cH:20][cH:21][cH:22]3)([c:23]3[cH:24][cH:25][cH:26][cH:27][cH:28]3)[c:29]3[cH:30][cH:31][cH:32][cH:33][cH:34]3)[CH2:12][CH2:13][C:14]2=[O:15])[n:6][cH:7]1>>[nH:3]1[n:4][c:5]([CH:8]=[C:9]2[CH2:10][N:11]([C:16]([c:17]3[cH:18][cH:19][cH:20][cH:21][cH:22]3)([c:23]3[cH:24][cH:25][cH:26][cH:27][cH:28]3)[c:29]3[cH:30][cH:31][cH:32][cH:33][cH:34]3)[CH2:12][CH2:13][CH:14]2[OH:15])[n:6][cH:7]1. Reactants: COc1ccc(S(=O)(=O)Cl)cc1OC, Nc1cc(-c2ccccc2)no1, c1ccncc1. Yields the product COc1ccc(S(=O)(=O)Nc2cc(-c3ccccc3)no2)cc1OC. Reaction SMILES: [CH3:13][O:14][c:15]1[cH:16][c:17]([S:23](=[O:24])(=[O:25])[Cl:26])[cH:18][cH:19][c:20]1[O:21][CH3:22].[c:1]1(-[c:7]2[n:8][o:9][c:10]([NH2:12])[cH:11]2)[cH:2][cH:3][cH:4][cH:5][cH:6]1.[cH:27]1[cH:28][cH:29][n:30][cH:31][cH:32]1>>[c:1]1(-[c:7]2[n:8][o:9][c:10]([NH:12][S:23]([c:17]3[cH:16][c:15]([O:14][CH3:13])[c:20]([O:21][CH3:22])[cH:19][cH:18]3)(=[O:24])=[O:25])[cH:11]2)[cH:2][cH:3][cH:4][cH:5][cH:6]1. Reactants: C(C)(=O)O[C@H]1C[C@@H](CC2=CC=C3[C@@H]4CC[C@H](C(C)C=O)[C@]4(CC[C@@H]3[C@@]12C)C)OC(C)=O (1α,3β-diacetoxypregna-5,7-diene-20-carbaldehyde), COC(=O)O[C@H]1C[C@@H](CC2=CC=C3[C@@H]4CC[C@H](C(C)C=O)[C@]4(CC[C@@H]3[C@@]12C)C)OC(=O)OC (1α,3β-bis(methoxycarbonyloxy)pregna-5,7-diene-20-carbaldehyde). Yields the product C(C)(=O)O[C@H]1C[C@@H](CC2=CC=C3[C@@H]4CC[C@H](C(CO)C)[C@]4(CC[C@@H]3[C@@]12C)C)OC(C)=O (1α,3β-diacetoxy-20-methylpregna-5,7-diene-21-ol). The yield is 83.5%. Reaction SMILES: [C:1]([O:4][C@@H:5]1[C@@:25]2([CH3:26])[C:9](=[CH:10][CH:11]=[C:12]3[C@@H:24]2[CH2:23][CH2:22][C@@:21]2([CH3:27])[C@H:13]3[CH2:14][CH2:15][C@@H:16]2[CH:17]([CH:19]=[O:20])[CH3:18])[CH2:8][C@@H:7]([O:28][C:29](=[O:31])[CH3:30])[CH2:6]1)(=[O:3])[CH3:2].COC(O[C@@H]1[C@@]2(C)C(=CC=C3[C@@H]2CC[C@@]2(C)[C@H]3CC[C@@H]2C(C=O)C)C[C@@H](OC(OC)=O)C1)=O>>[C:1]([O:4][C@@H:5]1[C@@:25]2([CH3:26])[C:9](=[CH:10][CH:11]=[C:12]3[C@@H:24]2[CH2:23][CH2:22][C@@:21]2([CH3:27])[C@H:13]3[CH2:14][CH2:15][C@@H:16]2[CH:17]([CH3:18])[CH2:19][OH:20])[CH2:8][C@@H:7]([O:28][C:29](=[O:31])[CH3:30])[CH2:6]1)(=[O:3])[CH3:2]. Reported procedure: The procedure of Example 1 was repeated except that 93 mg of 1α,3β-diacetoxypregna-5,7-diene-20-carbaldehyde was used in lieu of 100 mg of 1α,3β-bis(methoxycarbonyloxy)pregna-5,7-diene-20-carbaldehyde to give 78 mg of 1α,3β-diacetoxy-20-methylpregna-5,7-diene-21-ol. Starting materials: C1COCCN1, CO, CN1CCCN(C)C1=O, CC(=O)O, O=Cc1cc2c(Nc3cccc(Cl)c3)ncnc2[nH]1. Yields the product Clc1cccc(Nc2ncnc3[nH]c(CN4CCOCC4)cc23)c1. As a reaction SMILES: [CH2:20]1[CH2:21][O:22][CH2:23][CH2:24][NH:25]1.[CH3:26][OH:27].[CH3:28][N:29]1[CH2:30][CH2:31][CH2:32][N:33]([CH3:34])[C:35]1=[O:36].[CH3:37][C:38](=[O:39])[OH:40].[Cl:1][c:2]1[cH:3][c:4]([NH:5][c:6]2[c:7]3[c:8]([n:9][cH:10][n:11]2)[nH:12][c:13]([CH:15]=[O:16])[cH:14]3)[cH:17][cH:18][cH:19]1>>[Cl:1][c:2]1[cH:3][c:4]([NH:5][c:6]2[c:7]3[c:8]([n:9][cH:10][n:11]2)[nH:12][c:13]([CH2:15][N:25]2[CH2:20][CH2:21][O:22][CH2:23][CH2:24]2)[cH:14]3)[cH:17][cH:18][cH:19]1. Reactants: Cl.CC(N)(CCCN)C(=O)O (α-Methyl-D,L-ornithine hydrochloride), cupric carbonate, amino acid, ClCC=NO (chloroacetaldoxime). The solvent is O (water). The product is Cl.Cl.NC(C(=O)O)(CCCNC(C)=NO)C (2-Amino-5-[[1-(Hydroxyimino)ethyl]amino]-2-Methylpentanoic Acid, Dihydrochloride). Reaction SMILES: [ClH:1].[CH3:2][C:3]([C:9]([OH:11])=[O:10])([CH2:5][CH2:6][CH2:7][NH2:8])[NH2:4].[Cl:12][CH2:13][CH:14]=[N:15][OH:16]>O>[ClH:12].[ClH:1].[NH2:4][C:3]([CH3:2])([CH2:5][CH2:6][CH2:7][NH:8][C:14](=[N:15][OH:16])[CH3:13])[C:9]([OH:11])=[O:10] |f:0.1,4.5.6|. Procedure details: α-Methyl-D,L-ornithine hydrochloride is protected as a copper complex via reaction with cupric carbonate in water at reflux. This protected amino acid is then reacted with chloroacetaldoxime as in Example 1. The product is eluted from Dowex with 1N ammonium hydroxide. Concentration in vacuo, followed by acidification with hydrochloric acid affords the title compound. The reagents and catalysts are dcype. Conditions: temperature 100 celsius, time 24 hour. The reactants are CC(C)(C)C(=O)Oc1ccc(C(F)(F)F)cc1 (substrate), CC(C)OP(=O)OC(C)C (effective_coupling_partner). Product: CC(C)OP(=O)(OC(C)C)c1ccc(C(F)(F)F)cc1. Starting materials: ClC1=NC(=CC(=N1)CO)N1[C@H](COCC1)C ([2-chloro-6-[(3S)-3-methylmorpholin-4-yl]pyrimidin-4-yl]methanol), CN1N=CC(=C1)CNC(NC1=CC=C(C=C1)B1OC(C(O1)(C)C)(C)C)=O (3-[(1-methylpyrazol-4-yl)methyl]-1-[4-(4,4,5,5-tetramethyl-1,3,2-dioxaborolan-2-yl)phenyl]urea). Product: OCC1=NC(=NC(=C1)N1[C@H](COCC1)C)C1=CC=C(C=C1)NC(=O)NCC=1C=NN(C1)C (1-[4-[4-(Hydroxymethyl)-6-[(3S)-3-methylmorpholin-4-yl]pyrimidin-2-yl]phenyl]-3-[(1-methylpyrazol-4-yl)methyl]urea). RXN SMILES: Cl[C:2]1[N:7]=[C:6]([CH2:8][OH:9])[CH:5]=[C:4]([N:10]2[CH2:15][CH2:14][O:13][CH2:12][C@@H:11]2[CH3:16])[N:3]=1.[CH3:17][N:18]1[CH:22]=[C:21]([CH2:23][NH:24][C:25](=[O:42])[NH:26][C:27]2[CH:32]=[CH:31][C:30](B3OC(C)(C)C(C)(C)O3)=[CH:29][CH:28]=2)[CH:20]=[N:19]1>>[OH:9][CH2:8][C:6]1[CH:5]=[C:4]([N:10]2[CH2:15][CH2:14][O:13][CH2:12][C@@H:11]2[CH3:16])[N:3]=[C:2]([C:30]2[CH:31]=[CH:32][C:27]([NH:26][C:25]([NH:24][CH2:23][C:21]3[CH:20]=[N:19][N:18]([CH3:17])[CH:22]=3)=[O:42])=[CH:28][CH:29]=2)[N:7]=1. Procedure: The preparations of [2-chloro-6-[(3S)-3-methylmorpholin-4-yl]pyrimidin-4-yl]methanol (1.00 g, 4.10 mmol) and 3-[(1-methylpyrazol-4-yl)methyl]-1-[4-(4,4,5,5-tetramethyl-1,3,2-dioxaborolan-2-yl)phenyl]urea were described earlier. The reactants are BrCC(=O)C1=CC=C(C=C1)Br (2-bromo-1-(4-bromophenyl)ethanone), COC1=C(CN)C=CC=C1 (2-methoxybenzylamine). Run in C(C)OCC (diethyl ether). Conditions: time 2 hour. The product is BrC1=CC=C(C=C1)C(CNCC1=C(C=CC=C1)OC)=O (1-(4-Bromophenyl)-2-(2-methoxybenzylamino)ethanone). As a reaction SMILES: Br[CH2:2][C:3]([C:5]1[CH:10]=[CH:9][C:8]([Br:11])=[CH:7][CH:6]=1)=[O:4].[CH3:12][O:13][C:14]1[CH:21]=[CH:20][CH:19]=[CH:18][C:15]=1[CH2:16][NH2:17]>C(OCC)C>[Br:11][C:8]1[CH:9]=[CH:10][C:5]([C:3](=[O:4])[CH2:2][NH:17][CH2:16][C:15]2[CH:18]=[CH:19][CH:20]=[CH:21][C:14]=2[O:13][CH3:12])=[CH:6][CH:7]=1. Procedure details: A mixture of 500 mg (1.8 mmol) 2-bromo-1-(4-bromophenyl)ethanone and 520 mg (3.8 mmol) 2-methoxybenzylamine in 100 mL diethyl ether was stirred for 2 hr at room temperature. The resulting precipitate was then filtered, and the filtrate was combined with 1 M isopropanolic HCl and diluted with diethyl ether. The precipitate thus obtained was filtered and used in the subsequent step without further purification. Reactants: NC1=CC(=NC(=C1C#N)OCC)C(=O)NCC1CCN(CC1)CC1=CN=C(S1)Br (4-amino-N-((1-((2-bromothiazol-5-yl)methyl)piperidin-4-yl)methyl)-5-cyano-6-ethoxypicolinamide), N1N=C(C=C1)B(O)O (1H-pyrazol-3-ylboronic acid), C([O-])([O-])=O.[Na+].[Na+] (sodium carbonate). Reported procedure: To a mixture of the compound prepared in Example 336 (0.028 g), 1H-pyrazol-3-ylboronic acid (0.013 g) and tetrakis(triphenylphosphine)palladium (0.003 g) in dimethyl ether (0.3 mL) was added a solution of sodium carbonate (0.016 g) in water (0.1 mL). Argon was bubbled through the mixture for 10 minutes. The mixture was then heated at 95° C. for 8 hours. An additional tetrakis(triphenylphosphine)palladium (4.5 mg) and 1H-pyrazol-3-ylboronic acid (13 mg) were added, and the reaction mixture was ag... Reaction conditions: temperature 95 celsius. RXN SMILES: [NH2:1][C:2]1[C:7]([C:8]#[N:9])=[C:6]([O:10][CH2:11][CH3:12])[N:5]=[C:4]([C:13]([NH:15][CH2:16][CH:17]2[CH2:22][CH2:21][N:20]([CH2:23][C:24]3[S:28][C:27](Br)=[N:26][CH:25]=3)[CH2:19][CH2:18]2)=[O:14])[CH:3]=1.[NH:30]1[CH:34]=[CH:33][C:32](B(O)O)=[N:31]1.C(=O)([O-])[O-].[Na+].[Na+]>COC.O.C1C=CC([P]([Pd]([P](C2C=CC=CC=2)(C2C=CC=CC=2)C2C=CC=CC=2)([P](C2C=CC=CC=2)(C2C=CC=CC=2)C2C=CC=CC=2)[P](C2C=CC=CC=2)(C2C=CC=CC=2)C2C=CC=CC=2)(C2C=CC=CC=2)C2C=CC=CC=2)=CC=1>[NH:30]1[CH:34]=[CH:33][C:32]([C:27]2[S:28][C:24]([CH2:23][N:20]3[CH2:21][CH2:22][CH:17]([CH2:16][NH:15][C:13](=[O:14])[C:4]4[CH:3]=[C:2]([NH2:1])[C:7]([C:8]#[N:9])=[C:6]([O:10][CH2:11][CH3:12])[N:5]=4)[CH2:18][CH2:19]3)=[CH:25][N:26]=2)=[N:31]1 |f:2.3.4,^1:51,53,72,91|. The product is N1N=C(C=C1)C=1SC(=CN1)CN1CCC(CC1)CNC(C1=NC(=C(C(=C1)N)C#N)OCC)=O (N-((1-((2-(1H-pyrazol-3-yl)thiazol-5-yl)methyl)piperidin-4-yl)methyl)-4-amino-5-cyano-6-ethoxypicolinamide). The reagents and catalysts are C=1C=CC(=CC1)[P](C=2C=CC=CC2)(C=3C=CC=CC3)[Pd]([P](C=4C=CC=CC4)(C=5C=CC=CC5)C=6C=CC=CC6)([P](C=7C=CC=CC7)(C=8C=CC=CC8)C=9C=CC=CC9)[P](C=1C=CC=CC1)(C=1C=CC=CC1)C=1C=CC=CC1 (tetrakis(triphenylphosphine)palladium). The yield is 7.3%. Solvent: COC (dimethyl ether), O (water).